This data is from the Open Reaction Database (ORD), a public repository of structured organic reaction records. The task is: describe an organic reaction: reactants, conditions, products, and yield Reactants: [H][H] (hydrogen), C(C1=CC=CC=C1)N1CCC2=C(CC1)C(=NC=N2)C2=CC=CC=C2 (7-benzyl-4-phenyl-6,7,8,9-tetrahydro-5H-pyrimido[4,5-d]azepine), Cl (HCl). Reagents/catalysts: [Pd] (Palladium charcoal). The solvent is C(C)O (ethanol). Conditions: temperature 80 celsius. Yields the product Cl.C1(=CC=CC=C1)C1=NC=NC=2CCNCCC21 (4-Phenyl-6,7,8,9-tetrahydro-5H-pyrimido[4,5-d]azepine hydrochloride). Reaction SMILES: C([N:8]1[CH2:14][CH2:13][C:12]2[C:15]([C:19]3[CH:24]=[CH:23][CH:22]=[CH:21][CH:20]=3)=[N:16][CH:17]=[N:18][C:11]=2[CH2:10][CH2:9]1)C1C=CC=CC=1.[H][H].[ClH:27]>C(O)C.[Pd]>[ClH:27].[C:19]1([C:15]2[C:12]3[CH2:13][CH2:14][NH:8][CH2:9][CH2:10][C:11]=3[N:18]=[CH:17][N:16]=2)[CH:20]=[CH:21][CH:22]=[CH:23][CH:24]=1 |f:5.6|. Reported procedure: Palladium charcoal was added to 17 g 7-benzyl-4-phenyl-6,7,8,9-tetrahydro-5H-pyrimido[4,5-d]azepine in 250 mL ethanol and 54 mL 1 M HCl solution. The reaction was stirred at 80° C. and 5 bar hydrogen. The mixture was filtered and evaporated to give 13.1 g of the desired product. Reactants: CNCCOCCn1c(CCOC)nc2c(N)nc3c(c21)CCCC3, ClCCl, O=C=Nc1ccccc1. Yields the product COCCc1nc2c(N)nc3c(c2n1CCOCCN(C)C(=O)Nc1ccccc1)CCCC3. RXN SMILES: [CH3:1][O:2][CH2:3][CH2:4][c:5]1[n:6]([CH2:19][CH2:20][O:21][CH2:22][CH2:23][NH:24][CH3:25])[c:7]2[c:8]([c:9]([NH2:17])[n:10][c:11]3[c:16]2[CH2:15][CH2:14][CH2:13][CH2:12]3)[n:18]1.[Cl:35][CH2:36][Cl:37].[O:26]=[C:27]=[N:28][c:29]1[cH:30][cH:31][cH:32][cH:33][cH:34]1>>[CH3:1][O:2][CH2:3][CH2:4][c:5]1[n:6]([CH2:19][CH2:20][O:21][CH2:22][CH2:23][N:24]([CH3:25])[C:27](=[O:26])[NH:28][c:29]2[cH:30][cH:31][cH:32][cH:33][cH:34]2)[c:7]2[c:8]([c:9]([NH2:17])[n:10][c:11]3[c:16]2[CH2:15][CH2:14][CH2:13][CH2:12]3)[n:18]1. Reactants: [OH-].[Na+] (sodium hydroxide), C(C)OC(CC1=NC(=CC(=N1)OC)N1CCOCC1)=O ((4-methoxy-6-morpholin-4-ylpyrimidin-2-yl)acetic acid ethyl ester). The solvent is C1CCOC1 (THF). Run at time 48 hour. The product is COC1=NC(=NC(=C1)N1CCOCC1)CC(=O)[O-].[Na+] (Sodium (4-methoxy-6-morpholin-4-ylpyrimidin-2-yl)acetate). RXN SMILES: [OH-].[Na+:2].C([O:5][C:6](=[O:22])[CH2:7][C:8]1[N:13]=[C:12]([O:14][CH3:15])[CH:11]=[C:10]([N:16]2[CH2:21][CH2:20][O:19][CH2:18][CH2:17]2)[N:9]=1)C>C1COCC1>[CH3:15][O:14][C:12]1[CH:11]=[C:10]([N:16]2[CH2:17][CH2:18][O:19][CH2:20][CH2:21]2)[N:9]=[C:8]([CH2:7][C:6]([O-:22])=[O:5])[N:13]=1.[Na+:2] |f:0.1,4.5|. Reported procedure: 8.8 ml of 1N sodium hydroxide are added to a solution of 2.5 g of (4-methoxy-6-morpholin-4-ylpyrimidin-2-yl)acetic acid ethyl ester in 15 ml of THF. The reaction medium is stirred at ambient temperature for 48 hours and then concentrated under reduced pressure. After oven-drying under vacuum, 2.4 g of sodium (4-methoxy-6-morpholin-4-yl-pyrimidin-2-yl)acetate are obtained, which will be used as it is in the next step. Reactants: O (water), C(#C)C=1C=C(C=CC1)NC1=NC=NC2=CC(=C(C=C12)O)OC (4-((3-ethynylphenyl)amino)-7-methoxyquinazolin-6-ol), C(=O)([O-])[O-].[K+].[K+] (K2CO3), BrCCCCl (1-bromo-3-chloropropane). Run in CN(C)C=O (DMF). Run at temperature 40 celsius, time 6 hour. The product is C(#C)C=1C=C(C=CC1)NC1=NC=NC2=CC(=C(C=C12)OCCCCl)OC (N-(3-ethynylphenyl)-6-(3-chloropropoxy)-7-methoxyquinazolin-4-amine). Yield: 77.0%. RXN SMILES: [C:1]([C:3]1[CH:4]=[C:5]([NH:9][C:10]2[C:19]3[C:14](=[CH:15][C:16]([O:21][CH3:22])=[C:17]([OH:20])[CH:18]=3)[N:13]=[CH:12][N:11]=2)[CH:6]=[CH:7][CH:8]=1)#[CH:2].C([O-])([O-])=O.[K+].[K+].Br[CH2:30][CH2:31][CH2:32][Cl:33].O>CN(C=O)C>[C:1]([C:3]1[CH:4]=[C:5]([NH:9][C:10]2[C:19]3[C:14](=[CH:15][C:16]([O:21][CH3:22])=[C:17]([O:20][CH2:30][CH2:31][CH2:32][Cl:33])[CH:18]=3)[N:13]=[CH:12][N:11]=2)[CH:6]=[CH:7][CH:8]=1)#[CH:2] |f:1.2.3|. Procedure details: To a suspension of 4-((3-ethynylphenyl)amino)-7-methoxyquinazolin-6-ol (5.59 g), K2CO3 (7.06 g) in DMF (60 mL) was added 1-bromo-3-chloropropane (6.06 mL) at rt, the mixture was stirred at 40° C. for 6 h. The reaction mixture was poured into water and filtered. The filter residue was purified by a silica gel column chromatography (eluting agent: 3:1 (v/v) PE/EA) to give the title compound as a white solid (5.80 g, 77.00%). The reactants are BrC=1C=C(/C=C/C2=NC=3N(C(N(C(C3N2)=O)CC)=O)CC)C=CC1 ((E)-8-(3-Bromostyryl)-1,3-diethylxanthine), C([O-])([O-])=O.[K+].[K+] (potassium carbonate), CI (methyl iodide). The solvent is CN(C=O)C (dimethylformamide). Reaction conditions: temperature 50 celsius, time 70 minute. Yields the product BrC=1C=C(/C=C/C2=NC=3N(C(N(C(C3N2C)=O)CC)=O)CC)C=CC1 ((E)-8-(3-Bromostyryl)-1,3-diethyl-7-methylxanthine). As a reaction SMILES: [Br:1][C:2]1[CH:3]=[C:4]([CH:22]=[CH:23][CH:24]=1)/[CH:5]=[CH:6]/[C:7]1[NH:15][C:14]2[C:13](=[O:16])[N:12]([CH2:17][CH3:18])[C:11](=[O:19])[N:10]([CH2:20][CH3:21])[C:9]=2[N:8]=1.[C:25](=O)([O-])[O-].[K+].[K+].CI>CN(C)C=O>[Br:1][C:2]1[CH:3]=[C:4]([CH:22]=[CH:23][CH:24]=1)/[CH:5]=[CH:6]/[C:7]1[N:15]([CH3:25])[C:14]2[C:13](=[O:16])[N:12]([CH2:17][CH3:18])[C:11](=[O:19])[N:10]([CH2:20][CH3:21])[C:9]=2[N:8]=1 |f:1.2.3|. Procedure details: Compound g (2.5 g, 6.43 mmol) obtained in Reference Example 7 was dissolved in 20 ml of dimethylformamide. To the solution were added 2.22 g (16.1 mmol) of potassium carbonate and subsequently 0.8 ml (12.9 mmol) of methyl iodide, and the resulting mixture was stirred at 50° C. for 70 minutes. After cooling, insoluble matters were filtered off and water was added to the filtrate. The mixture was extracted three times with chloroform. The extract was washed three times with water and subsequently ... Reactants: FC(F)(F)c1cc(-c2ccc(Cl)c(Cl)c2)nc(-c2ccnc(Cl)c2)n1, CC1(C)OB(c2ccc(N)nc2)OC1(C)C. The product is Nc1ccc(-c2cc(-c3nc(-c4ccc(Cl)c(Cl)c4)cc(C(F)(F)F)n3)ccn2)cn1. As a reaction SMILES: [Cl:1][c:2]1[cH:3][c:4](-[c:9]2[n:10][c:11](-[c:19]3[cH:20][c:21]([Cl:25])[n:22][cH:23][cH:24]3)[n:12][c:13]([C:15]([F:16])([F:17])[F:18])[cH:14]2)[cH:5][cH:6][c:7]1[Cl:8].[NH2:26][c:27]1[n:28][cH:29][c:30]([B:33]2[O:34][C:35]([CH3:36])([CH3:37])[C:38]([CH3:39])([CH3:40])[O:41]2)[cH:31][cH:32]1>>[Cl:1][c:2]1[cH:3][c:4](-[c:9]2[n:10][c:11](-[c:19]3[cH:20][c:21](-[c:30]4[cH:29][n:28][c:27]([NH2:26])[cH:32][cH:31]4)[n:22][cH:23][cH:24]3)[n:12][c:13]([C:15]([F:16])([F:17])[F:18])[cH:14]2)[cH:5][cH:6][c:7]1[Cl:8].